Dataset: the Open Reaction Database (ORD), a public repository of structured organic reaction records. Task: describe an organic reaction: reactants, conditions, products, and yield Reactants: N#Cc1ccc2c(c1)Sc1ccccc1CC2=O, ClCCl, [Ca+2], O=C(OO)c1cccc(Cl)c1, [OH-], [OH-]. The product is N#Cc1ccc2c(c1)S(=O)c1ccccc1CC2=O. As a reaction SMILES: [C:1](#[N:2])[c:3]1[cH:4][cH:5][c:6]2[c:7]([cH:18]1)[S:8][c:9]1[c:10]([cH:14][cH:15][cH:16][cH:17]1)[CH2:11][C:12]2=[O:13].[CH2:30]([Cl:31])[Cl:32].[Ca+2:34].[Cl:19][c:20]1[cH:21][cH:22][cH:23][c:24]([C:25]([O:26][OH:28])=[O:27])[cH:29]1.[OH-:33].[OH-:35]>>[C:1](#[N:2])[c:3]1[cH:4][cH:5][c:6]2[c:7]([cH:18]1)[S:8](=[O:27])[c:9]1[c:10]([cH:14][cH:15][cH:16][cH:17]1)[CH2:11][C:12]2=[O:13].